This data is from the Open Reaction Database (ORD), a public repository of structured organic reaction records. The task is: describe an organic reaction: reactants, conditions, products, and yield The reactants are O=C1NC=2C(=NC(=CC2)C=2C=NN3C2C=C(C=C3)C#N)N1C1CCOCC1 (3-(2-oxo-3-(tetrahydro-2H-pyran-4-yl)-2,3-dihydro-1H-imidazo[4,5-b]pyridin-5-yl)pyrazolo[1,5-a]pyridine-5-carbonitrile), PTSA monohydrate, C(C)(OCC)(OCC)OCC (triethyl orthoacetate). Run in CCO (EtOH). Run at temperature 145 celsius, time 2.5 hour. Yields the product CC1=NC=2C(=NC(=CC2)C=2C=NN3C2C=C(C=C3)C#N)N1C1CCOCC1 (3-(2-Methyl-3-(tetrahydro-2H-pyran-4-yl)-3H-imidazo[4,5-b]pyridin-5-yl)pyrazolo[1,5-a]pyridine-5-carbonitrile). The yield is 15.0%. As a reaction SMILES: O=[C:2]1[N:21]([CH:22]2[CH2:27][CH2:26][O:25][CH2:24][CH2:23]2)[C:5]2=[N:6][C:7]([C:10]3[CH:11]=[N:12][N:13]4[CH:18]=[CH:17][C:16]([C:19]#[N:20])=[CH:15][C:14]=34)=[CH:8][CH:9]=[C:4]2[NH:3]1.[C:28](OCC)(OCC)(OCC)C>CCO>[CH3:28][C:2]1[N:21]([CH:22]2[CH2:27][CH2:26][O:25][CH2:24][CH2:23]2)[C:5]2=[N:6][C:7]([C:10]3[CH:11]=[N:12][N:13]4[CH:18]=[CH:17][C:16]([C:19]#[N:20])=[CH:15][C:14]=34)=[CH:8][CH:9]=[C:4]2[N:3]=1. Procedure: To a solution of the compound obtained in example 2 section d (56.4 mg, 0,169 mmol) in EtOH (1.5 mL), PTSA monohydrate (3.21 mg, 0.017 mmol) and triethyl orthoacetate (547 mg, 3.37 mmol) were added. The reaction mixture was heated in a OEM Explorer microwave oven at 145° C. and 270 W for 2.5 hours. The crude residue was chromatographed on a silica gel flash system (ISCO Rf) using CH2Cl2/MeOH mixtures of increasing polarity a eluent to afford the desired product (15% yield). Starting materials: 12.5, OC=1C=C2C(C=C(SC2=CC1)C(=O)OCC)=O (ethyl 6-hydroxy-1-thiachromone-2-carboxylate), C(C=C)Br (allyl bromide), C([O-])([O-])=O.[K+].[K+] (potassium carbonate). Run in CC(=O)C (acetone). Product: 11.8, C(C=C)OC=1C=C2C(C=C(SC2=CC1)C(=O)OCC)=O (ethyl 6-allyloxy-1-thiachromone-2-carboxylate). Reaction SMILES: [OH:1][C:2]1[CH:3]=[C:4]2[C:9](=[CH:10][CH:11]=1)[S:8][C:7]([C:12]([O:14][CH2:15][CH3:16])=[O:13])=[CH:6][C:5]2=[O:17].[CH2:18](Br)[CH:19]=[CH2:20].C(=O)([O-])[O-].[K+].[K+]>CC(C)=O>[CH2:20]([O:1][C:2]1[CH:3]=[C:4]2[C:9](=[CH:10][CH:11]=1)[S:8][C:7]([C:12]([O:14][CH2:15][CH3:16])=[O:13])=[CH:6][C:5]2=[O:17])[CH:19]=[CH2:18] |f:2.3.4|. Procedure details: A mixture of 12.5 parts of ethyl 6-hydroxy-1-thiachromone-2-carboxylate, 6.8 parts of allyl bromide and 9.7 parts of anhydrous potassium carbonate in 80 parts of acetone was heated under reflux for 20 hours. The mixture was filtered and the solution was evaporated. The residual material was dissolved in chloroform and the solution was washed with water, then the chloroform was evaporated and the remaining material was crystallised from ethanol to give 11.8 parts of ethyl 6-allyloxy-1-thiachromon... The reactants are FC(S(=O)(=O)OC1=CC=C2CCC(NC2=C1)=O)(F)F (2-oxo-1,2,3,4-tetrahydroquinolin-7-yl trifluoromethanesulfonate), CN(C)C=O (DMF). Reagents/catalysts: [C-]#N.[C-]#N.[Zn+2] (Zn(CN)2), C=1C=CC(=CC1)[P](C=2C=CC=CC2)(C=3C=CC=CC3)[Pd]([P](C=4C=CC=CC4)(C=5C=CC=CC5)C=6C=CC=CC6)([P](C=7C=CC=CC7)(C=8C=CC=CC8)C=9C=CC=CC9)[P](C=1C=CC=CC1)(C=1C=CC=CC1)C=1C=CC=CC1 (Pd(PPh3)4), [C-]#N.[C-]#N.[Zn+2] (Zn(CN)2), C=1C=CC(=CC1)[P](C=2C=CC=CC2)(C=3C=CC=CC3)[Pd]([P](C=4C=CC=CC4)(C=5C=CC=CC5)C=6C=CC=CC6)([P](C=7C=CC=CC7)(C=8C=CC=CC8)C=9C=CC=CC9)[P](C=1C=CC=CC1)(C=1C=CC=CC1)C=1C=CC=CC1 (Pd(PPh3)4). Conditions: temperature 100 celsius, time 2 hour. Yields the product O=C1NC2=CC(=CC=C2CC1)C#N (2-oxo-1,2,3,4-tetrahydroquinoline-7-carbonitrile). RXN SMILES: FC(F)(F)S(O[C:7]1[CH:16]=[C:15]2[C:10]([CH2:11][CH2:12][C:13](=[O:17])[NH:14]2)=[CH:9][CH:8]=1)(=O)=O.[CH3:20][N:21](C=O)C>[C-]#N.[C-]#N.[Zn+2].C1C=CC([P]([Pd]([P](C2C=CC=CC=2)(C2C=CC=CC=2)C2C=CC=CC=2)([P](C2C=CC=CC=2)(C2C=CC=CC=2)C2C=CC=CC=2)[P](C2C=CC=CC=2)(C2C=CC=CC=2)C2C=CC=CC=2)(C2C=CC=CC=2)C2C=CC=CC=2)=CC=1>[O:17]=[C:13]1[CH2:12][CH2:11][C:10]2[C:15](=[CH:16][C:7]([C:20]#[N:21])=[CH:8][CH:9]=2)[NH:14]1 |f:2.3.4,^1:33,35,54,73|. Procedure details: Step R1-2: The mixture of 2-oxo-1,2,3,4-tetrahydroquinolin-7-yl trifluoromethanesulfonate (338 g), Zn(CN)2 (134 g) and Pd(PPh3)4 (33.5 g) in DMF (3.0 L) was heated at 100° C. for 4 hours and cooled to room temperature. To the mixture, Zn(CN)2 (134 g) and Pd(PPh3)4 (12.7 g) were added and the mixture was stirred at 100° C. for 2 hours. After cooling to 60° C., the reaction mixture was filtrated through a pad of Celite. The filtrate was concentrated to obtain a solid. The solid was washed with EtO...